This data is from the Open Reaction Database (ORD), a public repository of structured organic reaction records. The task is: describe an organic reaction: reactants, conditions, products, and yield Reagents/catalysts: C=1C=CC(=CC1)/C=C/C(=O)/C=C/C2=CC=CC=C2.C=1C=CC(=CC1)/C=C/C(=O)/C=C/C2=CC=CC=C2.C=1C=CC(=CC1)/C=C/C(=O)/C=C/C2=CC=CC=C2.[Pd].[Pd] (Pd2(dba)3). Product: COC=1C=CC(=NC1OC)NC=1C=2N(N=C(C1)C=1C=C(C(=O)OCC)C=CC1)C=CN2 (ethyl 3-(8-(5,6-dimethoxypyridin-2-ylamino)imidazo[1,2-b]pyridazin-6-yl)benzoate). Isolated yield 33.8%. Reactants: ClC=1C=C(C=2N(N1)C=CN2)NC2=NC(=C(C=C2)OC)OC (6-Chloro-N-(5,6-dimethoxypyridin-2-yl)imidazo[1,2-b]pyridazin-8-amine), CC(C)C1=CC(=C(C(=C1)C(C)C)C2=C(C=CC=C2)P(C3CCCCC3)C4CCCCC4)C(C)C (X-phos), CC1(OB(OC1(C)C)C=1C=C(C(=O)OCC)C=CC1)C (ethyl 3-(4,4,5,5-tetramethyl-1,3,2-dioxaborolan-2-yl)benzoate), P(=O)([O-])([O-])[O-].[K+].[K+].[K+] (potassium phosphate). As a reaction SMILES: Cl[C:2]1[CH:3]=[C:4]([NH:11][C:12]2[CH:17]=[CH:16][C:15]([O:18][CH3:19])=[C:14]([O:20][CH3:21])[N:13]=2)[C:5]2[N:6]([CH:8]=[CH:9][N:10]=2)[N:7]=1.CC1(C)C(C)(C)OB([C:30]2[CH:31]=[C:32]([CH:38]=[CH:39][CH:40]=2)[C:33]([O:35][CH2:36][CH3:37])=[O:34])O1.P([O-])([O-])([O-])=O.[K+].[K+].[K+].CC(C1C=C(C(C)C)C(C2C=CC=CC=2P(C2CCCCC2)C2CCCCC2)=C(C(C)C)C=1)C>C1C=CC(/C=C/C(/C=C/C2C=CC=CC=2)=O)=CC=1.C1C=CC(/C=C/C(/C=C/C2C=CC=CC=2)=O)=CC=1.C1C=CC(/C=C/C(/C=C/C2C=CC=CC=2)=O)=CC=1.[Pd].[Pd].O.O1CCOCC1>[CH3:19][O:18][C:15]1[CH:16]=[CH:17][C:12]([NH:11][C:4]2[C:5]3[N:6]([CH:8]=[CH:9][N:10]=3)[N:7]=[C:2]([C:30]3[CH:31]=[C:32]([CH:38]=[CH:39][CH:40]=3)[C:33]([O:35][CH2:36][CH3:37])=[O:34])[CH:3]=2)=[N:13][C:14]=1[O:20][CH3:21] |f:2.3.4.5,7.8.9.10.11|. Procedure: 6-Chloro-N-(5,6-dimethoxypyridin-2-yl)imidazo[1,2-b]pyridazin-8-amine (611 mg, 2 mmol), ethyl 3-(4,4,5,5-tetramethyl-1,3,2-dioxaborolan-2-yl)benzoate (828 mg, 3.00 mmol), potassium phosphate (1.06 g, 5.00 mmol) and X-phos (381 mg, 800 μmol) were combined with dioxane (29.4 ml) and water (2.94 ml) to give a light yellow suspension. The mixture was evacuated and back-filled with argon three times, then Pd2(dba)3 (183 mg, 200 μmol) was added and the mixture heated to 125° C. in a microwave for 60 m... Run at temperature 125 celsius. The solvent is O1CCOCC1 (dioxane), O (water). The reactants are ketone, CC(C)(C)[O-].[Na+] (NaOt-Bu), halide, C1CCOC1 (THF), aryl halide, ketone, C=1C=CC(=CC1)P(C=2C=CC=CC2)C3=CC=C4C=CC=CC4=C3C5=C6C=CC=CC6=CC=C5P(C=7C=CC=CC7)C=8C=CC=CC8 (BINAP). The reagents and catalysts are C=1C=CC(=CC1)/C=C/C(=O)/C=C/C2=CC=CC=C2.C=1C=CC(=CC1)/C=C/C(=O)/C=C/C2=CC=CC=C2.C=1C=CC(=CC1)/C=C/C(=O)/C=C/C2=CC=CC=C2.[Pd].[Pd] (Pd2(dba)3). Product: COC=1C=C(C=CC1)C(C(=O)C1=CC=CC=C1)C (2-(3-methoxyphenyl)-propiophenone). Yield: 89.0%. Reaction SMILES: C[C:2]([O-:5])(C)C.[Na+].C1C=CC(P([C:20]2[C:29]([C:30]3C(P(C4C=CC=CC=4)C4C=CC=CC=4)=CC=[C:36]4[C:31]=3[CH:32]=[CH:33][CH:34]=[CH:35]4)=[C:28]3[C:23]([CH:24]=[CH:25][CH:26]=[CH:27]3)=CC=2)C2C=CC=CC=2)=CC=1.C1C[O:56]CC1>C1C=CC(/C=C/C(/C=C/C2C=CC=CC=2)=O)=CC=1.C1C=CC(/C=C/C(/C=C/C2C=CC=CC=2)=O)=CC=1.C1C=CC(/C=C/C(/C=C/C2C=CC=CC=2)=O)=CC=1.[Pd].[Pd]>[CH3:2][O:5][C:24]1[CH:23]=[C:28]([CH:29]([CH3:20])[C:30]([C:31]2[CH:36]=[CH:35][CH:34]=[CH:33][CH:32]=2)=[O:56])[CH:27]=[CH:26][CH:25]=1 |f:0.1,4.5.6.7.8|. Procedure details: An oven-dried Schlenk tube containing a stir bar was charged with Pd2(dba)3 (6.9 mg, 0.0075 mmol, 1.5 mol %), ligand (0.018 mmol, 3.6 mol %), and NaOt-Bu (65 mg, 0.65 mmol). The Schlenk tube was evacuated and back filled with argon. THF (2 mL) was added followed by aryl halide (0.5 mmol), ketone (0.6 mmol or 1.0 mmol), and additional THF (1 !mL). The resulting red mixture was heated under argon at 70° C. until the starting halide had been consumed as judged by GC analysis. The Schlenk tube was c...